Dataset: the Open Reaction Database (ORD), a public repository of structured organic reaction records. Task: describe an organic reaction: reactants, conditions, products, and yield Starting materials: [F-].C(CCC)[N+](CCCC)(CCCC)CCCC (tetrabutylammonium fluoride), C(O)([O-])=O.[Na+] (sodium hydrogen carbonate), C(C=C)OC(=O)N1CC(CC1)C1=C(N2C([C@@H]([C@H]2C1)[C@@H](C)O[Si](C)(C)C(C)(C)C)=O)C(=O)OCC=C (allyl (5R,6S)-3-(1-allyloxycarbonylpyrrolidin-3-yl)-6-[(1R)-1-t-butyldimethylsilyoxyethyl]-7-oxo-1-azabicyclo[3.2.0]hept-2-ene-2-carboxylate), C(C)(=O)O (acetic acid), solution. The solvent is O (water), C(C)(=O)OCC (ethyl acetate), O1CCCC1 (tetrahydrofuran), O1CCCC1 (tetrahydrofuran). Run at time 14 hour. Product: C(C=C)OC(=O)N1CC(CC1)C1=C(N2C([C@@H]([C@H]2C1)[C@@H](C)O)=O)C(=O)OCC=C (allyl (5R,6S)-3-(1-allyloxycarbonylpyrrolidin-3-yl)-6-[(1R)-1-hydroxyethyl]-7-oxo-1-azabicyclo[3.2.0]hept-2-ene-2-carboxylate). The yield is 41.9%. Reaction SMILES: [CH2:1]([O:4][C:5]([N:7]1[CH2:11][CH2:10][CH:9]([C:12]2[CH2:18][C@H:17]3[N:14]([C:15](=[O:29])[C@@H:16]3[C@H:19]([O:21][Si](C(C)(C)C)(C)C)[CH3:20])[C:13]=2[C:30]([O:32][CH2:33][CH:34]=[CH2:35])=[O:31])[CH2:8]1)=[O:6])[CH:2]=[CH2:3].C(O)(=O)C.[F-].C([N+](CCCC)(CCCC)CCCC)CCC.C(=O)([O-])O.[Na+]>O1CCCC1.O.C(OCC)(=O)C>[CH2:1]([O:4][C:5]([N:7]1[CH2:11][CH2:10][CH:9]([C:12]2[CH2:18][C@H:17]3[N:14]([C:15](=[O:29])[C@@H:16]3[C@H:19]([OH:21])[CH3:20])[C:13]=2[C:30]([O:32][CH2:33][CH:34]=[CH2:35])=[O:31])[CH2:8]1)=[O:6])[CH:2]=[CH2:3] |f:2.3,4.5|. Procedure details: To a solution of allyl (5R,6S)-3-(1-allyloxycarbonylpyrrolidin-3-yl)-6-[(1R)-1-t-butyldimethylsilyoxyethyl]-7-oxo-1-azabicyclo[3.2.0]hept-2-ene-2-carboxylate (2.9 g) in tetrahydrofuran (30 ml) were added acetic acid (3.3 ml) and a 1M solution of tetrabutylammonium fluoride in tetrahydrofuran (28.7 ml) at 0° C. under nitrogen. After standing at ambient temperature for 7 hours and additionally at 5° C. for 14 hours, the reaction mixture was taken up into a mixture of ethyl acetate and water. After... Starting materials: CC(=O)OCCc1ncccc1[N+](=O)[O-], CCOC(C)=O, O, O, Cl[Sn]Cl. The product is O=C1Cc2ncccc2N1. As a reaction SMILES: [C:1]([O:4][CH2:5][CH2:6][c:7]1[n:8][cH:9][cH:10][cH:11][c:12]1[N+:13]([O-:2])=[O:3])(=[O:14])[CH3:15].[CH3:21][CH2:22][O:23][C:24](=[O:25])[CH3:26].[OH2:16].[OH2:17].[Sn:18]([Cl:19])[Cl:20]>>[O:4]=[C:5]1[CH2:6][c:7]2[n:8][cH:9][cH:10][cH:11][c:12]2[NH:13]1. The reactants are C(=O)[C@H]1[C@H]2[C@@H]3CCC([C@@]3(C)CC[C@@H]2[C@]2(CCC(CC2C1)=O)C)=O (7α-formylandrostane-3,17-dione), Na2HPO4, [O-][Mn](=O)(=O)=O.[K+] (KMnO4). Reaction conditions: time 5 minute. The product is C(=O)(O)[C@H]1[C@H]2[C@@H]3CCC([C@@]3(C)CC[C@@H]2[C@]2(CCC(CC2C1)=O)C)=O (7α-carboxyandrostane-3,17-dione). The yield is 96.0%. RXN SMILES: [CH:1]([C@@H:3]1[CH2:20][CH:19]2[C@:14]([CH3:22])([CH2:15][CH2:16][C:17](=[O:21])[CH2:18]2)[C@@H:13]2[C@@H:4]1[C@H:5]1[C@@:9]([CH2:11][CH2:12]2)([CH3:10])[C:8](=[O:23])[CH2:7][CH2:6]1)=[O:2].[O-:24][Mn](=O)(=O)=O.[K+]>>[C:1]([C@@H:3]1[CH2:20][CH:19]2[C@:14]([CH3:22])([CH2:15][CH2:16][C:17](=[O:21])[CH2:18]2)[C@@H:13]2[C@@H:4]1[C@H:5]1[C@@:9]([CH2:11][CH2:12]2)([CH3:10])[C:8](=[O:23])[CH2:7][CH2:6]1)([OH:24])=[O:2] |f:1.2|. Reported procedure: To a stirred suspension of 7α-formylandrostane-3,17-dione (1.77 g) in t-ButOH (35 mL) and 5% aqueous Na2HPO4 solution (21.5 mL), 1N aqueous KMnO4 (35 mL) was added. After 5 minutes at room temperature, the mixture was quenched by addition of 40% aqueous NaHSO3 solution. The suspension was filtered, washed with H2O and the filtrate was freeze-dried. The residue was taken up with H2O (50 mL) and extracted with EtOAc (4×70 mL). The combined organic extracts were dried over Na2SO4 and evaporated to ... Reactants: O=C([O-])[O-], CC1CNCC(C)C1, CS(C)=O, O=[N+]([O-])c1cccc(F)c1, [K+], [K+], O. The product is O=[N+]([O-])c1ccccc1. Reaction SMILES: [C:19](=[O:20])([O-:21])[O-:22].[CH3:11][CH:12]1[CH2:13][CH:14]([CH3:15])[CH2:16][NH:17][CH2:18]1.[CH3:26][S:27]([CH3:28])=[O:29].[F:1][c:2]1[cH:3][c:4]([N+:8](=[O:9])[O-:10])[cH:5][cH:6][cH:7]1.[K+:23].[K+:24].[OH2:25]>>[cH:2]1[cH:3][c:4]([N+:8](=[O:9])[O-:10])[cH:5][cH:6][cH:7]1. Starting materials: FC(C(OC(C(F)(F)F)(F)F)(F)F)(S(=O)(=O)F)F (perfluoro-3-oxapentanesulfonyl fluoride), C[Si]([O-])(C)C.[K+] (potassium trimethylsilanolate), O1CCCC1 (tetrahydrofuran). Run in OCC(O)CO (Glycerol). The product is FC(C(OC(C(F)(F)F)(F)F)(F)F)(S(=O)(=O)[O-])F.[K+] (Potassium perfluoro-3-oxapentanesulfonate). The yield is 65.0%. As a reaction SMILES: [F:1][C:2]([F:18])([S:14](F)(=[O:16])=[O:15])[C:3]([F:13])([F:12])[O:4][C:5]([F:11])([F:10])[C:6]([F:9])([F:8])[F:7].C[Si](C)(C)[O-:21].[K+:24].O1CCCC1>OCC(CO)O>[F:1][C:2]([F:18])([S:14]([O-:21])(=[O:16])=[O:15])[C:3]([F:13])([F:12])[O:4][C:5]([F:11])([F:10])[C:6]([F:9])([F:8])[F:7].[K+:24] |f:1.2,5.6|. Procedure details: The procedure of Example 1 was followed using perfluoro-3-oxapentanesulfonyl fluoride (7.95 g, 25 mmol), potassium trimethylsilanolate (3.2 g, 25 mmol) and dry tetrahydrofuran (100 mL) while heating at reflux for 1.5 h. Potassium perfluoro-3-oxapentanesulfonate (3.79 g initially and 1.74 g by concentrating the filtrate under vacuum; total 5.53 g, 65% yield) was isolated as a white solid: 19F NMR (fluorotrichloromethane) δ -79.4 (m, CF2, 2F), -83.2 (s, CF3, 3F), -84.9 (m, CF2, 2F), -115.0 ppm (m,... Starting materials: O(C1=CC=CC=C1)P(=O)(OC1=CC=CC=C1)OC=1N(CCOC1)C(=O)OC(C)(C)C (Tert-butyl 5-((diphenoxyphosphoryl)oxy)-2H-1,4-oxazine-4(3H)-carboxylate), COC(=O)C1=CC=C(C=C1)B(O)O ((4-methoxycarbonylphenyl)boronic acid), P(=O)([O-])([O-])[O-].[K+].[K+].[K+] (potassium phosphate). The reagents and catalysts are CC(C)([P](C(C)(C)C)([Pd][P](C(C)(C)C)(C(C)(C)C)C(C)(C)C)C(C)(C)C)C (bis(tri-tert-butylphosphine)palladium). Run in C(C)#N (acetonitrile), O (water). Conditions: temperature 65 celsius. Yields the product COC(=O)C1=CC=C(C=C1)C=1N(CCOC1)C(=O)OC(C)(C)C (tert-butyl 5-(4-(methoxycarbonyl)phenyl)-2H-1,4-oxazine-4(3H)-carboxylate). Isolated yield 50.3%. RXN SMILES: O(P(O[C:18]1[N:19]([C:24]([O:26][C:27]([CH3:30])([CH3:29])[CH3:28])=[O:25])[CH2:20][CH2:21][O:22][CH:23]=1)(OC1C=CC=CC=1)=O)C1C=CC=CC=1.[CH3:31][O:32][C:33]([C:35]1[CH:40]=[CH:39][C:38](B(O)O)=[CH:37][CH:36]=1)=[O:34].P([O-])([O-])([O-])=O.[K+].[K+].[K+]>C(#N)C.O.CC(C)([P](C(C)(C)C)([Pd][P](C(C)(C)C)(C(C)(C)C)C(C)(C)C)C(C)(C)C)C>[CH3:31][O:32][C:33]([C:35]1[CH:40]=[CH:39][C:38]([C:18]2[N:19]([C:24]([O:26][C:27]([CH3:28])([CH3:29])[CH3:30])=[O:25])[CH2:20][CH2:21][O:22][CH:23]=2)=[CH:37][CH:36]=1)=[O:34] |f:2.3.4.5,^1:58,64|. Procedure details: Tert-butyl 5-((diphenoxyphosphoryl)oxy)-2H-1,4-oxazine-4(3H)-carboxylate (20 g, 46.1 mmol) and (4-methoxycarbonylphenyl)boronic acid (9.0 g, 49.8 mmol) were dissolved in acetonitrile (300 ml). A solution of potassium phosphate (19.6 g, 92.3 mmol) in water (75 ml) was added, followed by bis(tri-tert-butylphosphine)palladium (0) (2.36 g, 4.61 mmol). Nitrogen was bubbled through the stirred mixture for 40 minutes, then the mixture was heated to 65° C. for 2 hours. The mixture was cooled and diluted... The product is CC(=O)N(CCCN(C)C)c1ccc(-c2cc(=O)c3c(NCCCC(C)C)c(F)cc(F)c3o2)cc1F. RXN SMILES: [Br:34][CH2:35][CH2:36][CH2:37][CH:38]([CH3:39])[CH3:40].[C:1]([CH3:2])(=[O:3])[N:4]([CH2:5][CH2:6][CH2:7][N:8]([CH3:9])[CH3:10])[c:11]1[c:12]([F:31])[cH:13][c:14](-[c:17]2[o:18][c:19]3[c:20]([c:21](=[O:23])[cH:22]2)[c:24]([NH2:30])[c:25]([F:29])[cH:26][c:27]3[F:28])[cH:15][cH:16]1.[CH3:42][N:43]([CH3:44])[CH:45]=[O:46].[H-:32].[Na+:33].[OH2:41]>>[C:1]([CH3:2])(=[O:3])[N:4]([CH2:5][CH2:6][CH2:7][N:8]([CH3:9])[CH3:10])[c:11]1[c:12]([F:31])[cH:13][c:14](-[c:17]2[o:18][c:19]3[c:20]([c:21](=[O:23])[cH:22]2)[c:24]([NH:30][CH2:35][CH2:36][CH2:37][CH:38]([CH3:39])[CH3:40])[c:25]([F:29])[cH:26][c:27]3[F:28])[cH:15][cH:16]1. Starting materials: CC(C)CCCBr, CC(=O)N(CCCN(C)C)c1ccc(-c2cc(=O)c3c(N)c(F)cc(F)c3o2)cc1F, CN(C)C=O, [H-], [Na+], O.